Dataset: the Open Reaction Database (ORD), a public repository of structured organic reaction records. Task: describe an organic reaction: reactants, conditions, products, and yield Starting materials: C(C)(=O)O[BH-](OC(C)=O)OC(C)=O.[Na+] (sodium triacetoxyborohydride), FC(C(=O)O)(F)F.CC=1SC=C(N1)C(=O)N1CCOC2(C1)CCNCC2 ((2-Methylthiazol-4-yl)(1-oxa-4,9-diazaspiro[5.5]undecan-4-yl)methanone trifluoroacetate), [Si](C)(C)(C(C)(C)C)OCCC1=CC=C(C=C1)CC=O (2-(4-(2-(tert-Butyldimethylsilyloxy)ethyl)phenyl)acetaldehyde), C(C)(=O)O (acetic acid). The solvent is CN1CCCC1=O (NMP). Conditions: time 5 minute. Product: [Si](C)(C)(C(C)(C)C)OCCC1=CC=C(CCN2CCC3(CN(CCO3)C(=O)C=3N=C(SC3)C)CC2)C=C1 ((9-(4-(2-(tert-Butyldimethylsilyloxy)ethyl)phenethyl)-1-oxa-4,9-diazaspiro[5.5]undecan-4-yl)(2-methylthiazol-4-yl)methanone). As a reaction SMILES: FC(F)(F)C(O)=O.[CH3:8][C:9]1[S:10][CH:11]=[C:12]([C:14]([N:16]2[CH2:21][C:20]3([CH2:26][CH2:25][NH:24][CH2:23][CH2:22]3)[O:19][CH2:18][CH2:17]2)=[O:15])[N:13]=1.[Si:27]([O:34][CH2:35][CH2:36][C:37]1[CH:42]=[CH:41][C:40]([CH2:43][CH:44]=O)=[CH:39][CH:38]=1)([C:30]([CH3:33])([CH3:32])[CH3:31])([CH3:29])[CH3:28].C(O)(=O)C.C(O[BH-](OC(=O)C)OC(=O)C)(=O)C.[Na+]>CN1C(=O)CCC1>[Si:27]([O:34][CH2:35][CH2:36][C:37]1[CH:38]=[CH:39][C:40]([CH2:43][CH2:44][N:24]2[CH2:25][CH2:26][C:20]3([O:19][CH2:18][CH2:17][N:16]([C:14]([C:12]4[N:13]=[C:9]([CH3:8])[S:10][CH:11]=4)=[O:15])[CH2:21]3)[CH2:22][CH2:23]2)=[CH:41][CH:42]=1)([C:30]([CH3:33])([CH3:32])[CH3:31])([CH3:29])[CH3:28] |f:0.1,4.5|. Reported procedure: (2-Methylthiazol-4-yl)(1-oxa-4,9-diazaspiro[5.5]undecan-4-yl)methanone trifluoroacetate (example 4, step h) (0.26 g) was added to a solution of 2-(4-(2-(tert-butyldimethylsilyloxy)ethyl)phenyl)acetaldehyde (example 5, step c) (0.2 g) and acetic acid (0.04 mL) in NMP (5 mL). The resulting mixture was stirred for 5 min then sodium triacetoxyborohydride (0.23 g) was added. The mixture was stirred for 1 h, poured into pH 7.2 buffer (50 mL) and extracted with ethyl acetate (3×50 mL). The combined org... Starting materials: N#Cc1sccc1Br, CC1(C)OB(c2cc([N+](=O)[O-])ccc2F)OC1(C)C. Product: N#Cc1sccc1-c1cc([N+](=O)[O-])ccc1F. As a reaction SMILES: [Br:1][c:2]1[c:3]([C:7]#[N:8])[s:4][cH:5][cH:6]1.[F:9][c:10]1[c:11]([B:19]2[O:20][C:21]([CH3:22])([CH3:23])[C:24]([CH3:25])([CH3:26])[O:27]2)[cH:12][c:13]([N+:16](=[O:17])[O-:18])[cH:14][cH:15]1>>[c:2]1(-[c:11]2[c:10]([F:9])[cH:15][cH:14][c:13]([N+:16](=[O:17])[O-:18])[cH:12]2)[c:3]([C:7]#[N:8])[s:4][cH:5][cH:6]1. Reactants: BrB(Br)Br, ClCCl, COc1ccc(-c2cccn2CCNC(C)=O)cc1, Cl, [Na+], [OH-]. Yields the product CC(=O)NCCn1cccc1-c1ccc(O)cc1. Reaction SMILES: [B:20]([Br:21])([Br:22])[Br:23].[CH2:27]([Cl:28])[Cl:29].[CH3:1][O:2][c:3]1[cH:4][cH:5][c:6](-[c:9]2[n:10]([CH2:14][CH2:15][NH:16][C:17]([CH3:18])=[O:19])[cH:11][cH:12][cH:13]2)[cH:7][cH:8]1.[ClH:26].[Na+:25].[OH-:24]>>[OH:2][c:3]1[cH:4][cH:5][c:6](-[c:9]2[n:10]([CH2:14][CH2:15][NH:16][C:17]([CH3:18])=[O:19])[cH:11][cH:12][cH:13]2)[cH:7][cH:8]1. Starting materials: [Cl-].[NH4+] (ammonium chloride), C(C)OC(=O)C=1C2=C(SC1)C(CCC2)=O (7-oxo-4,5,6,7-tetrahydro-benzo[b]thiophene-3-carboxylic acid ethyl ester), CI (methyl iodide), C[Si]([N-][Si](C)(C)C)(C)C.[Li+].O1CCCC1 (lithium hexamethyldisilazide tetrahydrofuran). The solvent is O1CCCC1 (tetrahydrofuran). Run at temperature -70 celsius, time 15 minute. Yields the product C(C)OC(=O)C=1C2=C(SC1)C(C(CC2)C)=O (6-Methyl-7-oxo-4,5,6,7-tetrahydrobenzo[b]thiophene-3-carboxylic acid ethyl ester). Reaction SMILES: [CH2:1]([O:3][C:4]([C:6]1[C:7]2[CH2:14][CH2:13][CH2:12][C:11](=[O:15])[C:8]=2[S:9][CH:10]=1)=[O:5])[CH3:2].[CH3:16][Si](C)(C)[N-][Si](C)(C)C.[Li+].O1CCCC1.CI.[Cl-].[NH4+]>O1CCCC1>[CH2:1]([O:3][C:4]([C:6]1[C:7]2[CH2:14][CH2:13][CH:12]([CH3:16])[C:11](=[O:15])[C:8]=2[S:9][CH:10]=1)=[O:5])[CH3:2] |f:1.2.3,5.6|. Reported procedure: To a solution of 7-oxo-4,5,6,7-tetrahydro-benzo[b]thiophene-3-carboxylic acid ethyl ester (the compound of Preparation Example 3) (1.0 g) in tetrahydrofuran (9 mL) was added dropwise 1.0M lithium hexamethyldisilazide-tetrahydrofuran solution (4.9 mL). After stirring at −70° C. for 15 minutes, methyl iodide (0.34 mL) was added and the solution was warmed to room temperature and was stirred for 30 minutes. After an aqueous solution of saturated ammonium chloride was added and a further dilution wi... Product: OC1=C(C=C(C=C1)C)N1N=C2C(=[N+]1[O-])C=CC=C2 (2-(2-hydroxy-5-methylphenyl)benzotriazole-N-oxide). RXN SMILES: C(O)CCC.[N+:6]([C:9]1[CH:14]=[CH:13][CH:12]=[CH:11][C:10]=1[N:15]=[N:16][C:17]1[CH:22]=[C:21]([C:23](CC)(C)C)[CH:20]=[C:19](C(CC)(C)C)[C:18]=1[OH:33])([O-])=[O:7].[N+](C1C=CC(C)=CC=1N=NC1C=CC=CC=1O)([O-])=O>C(O)CC>[OH:33][C:18]1[CH:19]=[CH:20][C:21]([CH3:23])=[CH:22][C:17]=1[N:16]1[N+:6]([O-:7])=[C:9]2[CH:14]=[CH:13][CH:12]=[CH:11][C:10]2=[N:15]1. Starting materials: C(CCC)O (n-butanol), [N+](=O)([O-])C1=C(C=CC=C1)N=NC1=C(C(=CC(=C1)C(C)(C)CC)C(C)(C)CC)O (2-nitro-2'-hydroxy-3',5'-di-t-amylazobenzene), [N+](=O)([O-])C1=C(C=C(C=C1)C)N=NC1=C(C=CC=C1)O (2-nitro-2'-hydroxy-5-methylazobenzene). Reported procedure: The same procedure as in Example 1 was repeated, except that n-butanol 80 g was replaced by n-propanol 80 g, and that 2-nitro-2'-hydroxy-3',5'-di-t-amylazobenzene 25.5 g was replaced by 2-nitro-2'-hydroxy-5-methylazobenzene 17.1 g, thus producing 14.1 g of 2-(2-hydroxy-5-methylphenyl)benzotriazole-N-oxide having a melting point of 138° to 140° C. at the yield of 88%. Isolated yield 87.9%. The solvent is C(CC)O (n-propanol).